From a dataset of the Open Reaction Database (ORD), a public repository of structured organic reaction records. describe an organic reaction: reactants, conditions, products, and yield Reactants: C(#N)CC=1C=C(C(=O)OC)C=CC1 (methyl 3-(cyanomethyl)benzoate), [H-].[Na+] (NaH), O (water), ClCCOCCCl (bis(2-chloroethyl)ether). The solvent is CS(=O)C (DMSO). Reaction conditions: time 40 minute. Yields the product C(#N)C1(CCOCC1)C=1C=C(C(=O)OC)C=CC1 (methyl 3-(4-cyanotetrahydro-2H-pyran-4-yl)benzoate). Reaction SMILES: [C:1]([CH2:3][C:4]1[CH:5]=[C:6]([CH:11]=[CH:12][CH:13]=1)[C:7]([O:9][CH3:10])=[O:8])#[N:2].[H-].[Na+].Cl[CH2:17][CH2:18][O:19][CH2:20][CH2:21]Cl.O>CS(C)=O>[C:1]([C:3]1([C:4]2[CH:5]=[C:6]([CH:11]=[CH:12][CH:13]=2)[C:7]([O:9][CH3:10])=[O:8])[CH2:21][CH2:20][O:19][CH2:18][CH2:17]1)#[N:2] |f:1.2|. Procedure: To a solution of methyl 3-(cyanomethyl)benzoate 1 (2 g, 11.4 mmol) in DMSO (20 mL) was added NaH (60%, 959 mg, 24.0 mmol) portion wise over 10 min. The reaction mixture was stirred for 40 min at rt and then bis(2-chloroethyl)ether (1.27 mL, 10.9 mmol) was added slowly and stirring continued for 18 hours. The reaction was poured into water and extracted with EtOAc/toluene (2:1). The combined extracts were washed with 2N HCl solution, water, brine, dried and evaporated the crude methyl 3-(4-cyanot... RXN SMILES: [CH3:1][c:2]1[c:3]([CH2:8][N:9]([CH:10]2[CH2:11][CH2:12][NH:13][CH2:14][CH2:15]2)[CH2:16][c:17]2[n:18][cH:19][cH:20][cH:21][c:22]2[CH3:23])[n:4][cH:5][cH:6][cH:7]1.[Cl:32][CH2:33][Cl:34].[n:24]1[c:25]([CH:30]=[O:31])[cH:26][cH:27][cH:28][cH:29]1>>[CH3:1][c:2]1[c:3]([CH2:8][N:9]([CH:10]2[CH2:11][CH2:12][N:13]([CH2:30][c:25]3[n:24][cH:29][cH:28][cH:27][cH:26]3)[CH2:14][CH2:15]2)[CH2:16][c:17]2[n:18][cH:19][cH:20][cH:21][c:22]2[CH3:23])[n:4][cH:5][cH:6][cH:7]1. The product is Cc1cccnc1CN(Cc1ncccc1C)C1CCN(Cc2ccccn2)CC1. Starting materials: Cc1cccnc1CN(Cc1ncccc1C)C1CCNCC1, ClCCl, O=Cc1ccccn1. Starting materials: CCC(Sc1nc(C)cc2c1c(=O)cc(Nc1ccccc1)n2-c1ccccc1)C(=O)[O-], CCO, [Na+], [OH-]. Product: Cc1cc2c(c(SCC(=O)O)n1)c(=O)cc(Nc1ccccc1)n2-c1ccccc1. As a reaction SMILES: [CH2:3]([CH3:4])[CH:5]([C:6](=[O:7])[O-:8])[S:9][c:10]1[c:11]2[c:12](=[O:34])[cH:13][c:14]([NH:27][c:28]3[cH:29][cH:30][cH:31][cH:32][cH:33]3)[n:15](-[c:21]3[cH:22][cH:23][cH:24][cH:25][cH:26]3)[c:16]2[cH:17][c:18]([CH3:20])[n:19]1.[CH3:35][CH2:36][OH:37].[Na+:2].[OH-:1]>>[CH2:5]([C:6](=[O:7])[OH:8])[S:9][c:10]1[c:11]2[c:12](=[O:34])[cH:13][c:14]([NH:27][c:28]3[cH:29][cH:30][cH:31][cH:32][cH:33]3)[n:15](-[c:21]3[cH:22][cH:23][cH:24][cH:25][cH:26]3)[c:16]2[cH:17][c:18]([CH3:20])[n:19]1. The product is COc1ccc(N(C)CC2CCOCC2)cc1NC(=S)NC(=O)c1ccccc1. The reactants are O=C(N=C=S)c1ccccc1, COc1ccc(N(C)CC2CCOCC2)cc1N, CC(C)=O. As a reaction SMILES: [C:19]([c:20]1[cH:21][cH:22][cH:23][cH:24][cH:25]1)(=[O:26])[N:27]=[C:28]=[S:29].[CH3:1][O:2][c:3]1[c:4]([NH2:18])[cH:5][c:6]([N:9]([CH2:10][CH:11]2[CH2:12][CH2:13][O:14][CH2:15][CH2:16]2)[CH3:17])[cH:7][cH:8]1.[CH3:30][C:31](=[O:32])[CH3:33]>>[CH3:1][O:2][c:3]1[c:4]([NH:18][C:28]([NH:27][C:19]([c:20]2[cH:21][cH:22][cH:23][cH:24][cH:25]2)=[O:26])=[S:29])[cH:5][c:6]([N:9]([CH2:10][CH:11]2[CH2:12][CH2:13][O:14][CH2:15][CH2:16]2)[CH3:17])[cH:7][cH:8]1. Reactants: COC(=O)c1ccc(CBr)cc1, CC(C)(C)OC(=O)N1CCc2ccc(O)cc2CC1, O=C([O-])[O-], CCC(C)=O, [I-], [K+], [K+], [K+]. As a reaction SMILES: [Br:28][CH2:29][c:30]1[cH:31][cH:32][c:33]([C:34](=[O:35])[O:36][CH3:37])[cH:38][cH:39]1.[C:1]([CH3:2])([CH3:3])([CH3:4])[O:5][C:6](=[O:7])[N:8]1[CH2:9][CH2:10][c:11]2[c:12]([cH:15][c:16]([OH:19])[cH:17][cH:18]2)[CH2:13][CH2:14]1.[C:20](=[O:21])([O-:22])[O-:23].[CH3:40][C:41](=[O:42])[CH2:43][CH3:44].[I-:27].[K+:24].[K+:25].[K+:26]>>[C:1]([CH3:2])([CH3:3])([CH3:4])[O:5][C:6](=[O:7])[N:8]1[CH2:9][CH2:10][c:11]2[c:12]([cH:15][c:16]([O:19][CH2:29][c:30]3[cH:31][cH:32][c:33]([C:34](=[O:35])[O:36][CH3:37])[cH:38][cH:39]3)[cH:17][cH:18]2)[CH2:13][CH2:14]1. The product is COC(=O)c1ccc(COc2ccc3c(c2)CCN(C(=O)OC(C)(C)C)CC3)cc1. The reactants are [C-]#[N+]CC(=O)OCC, CC=CC=O. Product: CC=CC1OC=NC1C(=O)OCC. Reaction SMILES: [CH2:6]([CH3:7])[O:8][C:9]([CH2:10][N+:11]#[C-:12])=[O:13].[CH:1]([CH:2]=[CH:3][CH3:4])=[O:5]>>[CH:1]1([CH:2]=[CH:3][CH3:4])[O:5][CH:12]=[N:11][CH:10]1[C:9]([O:8][CH2:6][CH3:7])=[O:13].